From a dataset of the Open Reaction Database (ORD), a public repository of structured organic reaction records. describe an organic reaction: reactants, conditions, products, and yield Reactants: C[C@]1(CCN2C3=C(C=C(C=C13)[N+](=O)[O-])[C@@](CC2)(C2=CC=CC=C2)C)C2=CC=CC=C2 ((1S,7S)-1,7-dimethyl-9-nitro-1,7-diphenyl-1,2,3,5,6,7-hexahydropyrido[3,2,1-ij]quinoline). Reagents/catalysts: [Pd] (Pd/C). The solvent is C1CCOC1 (THF). Yields the product C[C@]1(CCN2C3=C(C=C(C=C13)N)[C@@](CC2)(C2=CC=CC=C2)C)C2=CC=CC=C2 ((1S,7S)-1,7-dimethyl-1,7-diphenyl-1,2,3,5,6,7-hexahydropyrido[3,2,1-ij]quinolin-9-amine). RXN SMILES: [CH3:1][C@:2]1([C:25]2[CH:30]=[CH:29][CH:28]=[CH:27][CH:26]=2)[C:11]2[C:6]3=[C:7]([C@:15]([CH3:24])([C:18]4[CH:23]=[CH:22][CH:21]=[CH:20][CH:19]=4)[CH2:16][CH2:17][N:5]3[CH2:4][CH2:3]1)[CH:8]=[C:9]([N+:12]([O-])=O)[CH:10]=2>C1COCC1.[Pd]>[CH3:1][C@:2]1([C:25]2[CH:30]=[CH:29][CH:28]=[CH:27][CH:26]=2)[C:11]2[C:6]3=[C:7]([C@:15]([CH3:24])([C:18]4[CH:23]=[CH:22][CH:21]=[CH:20][CH:19]=4)[CH2:16][CH2:17][N:5]3[CH2:4][CH2:3]1)[CH:8]=[C:9]([NH2:12])[CH:10]=2. Reported procedure: A mixture of (1S,7S)-1,7-dimethyl-9-nitro-1,7-diphenyl-1,2,3,5,6,7-hexahydropyrido[3,2,1-ij]quinoline (7), (2 g, 5 mmol), in THF (60 mL) was subjected to hydrogenation reaction by the action of 10% Pd/C (200 mg) under H2 balloon at room temperature for 12 h. The mixture was filtered through Celite and freed of solvent under reduced pressure to get (1S,7S)-1,7-dimethyl-1,7-diphenyl-1,2,3,5,6,7-hexahydropyrido[3,2,1-ij]quinolin-9-amine (9) as a solid, (1.5 g, 100%) on the basis of recovered starti... The reactants are Cl.C(C)(C)C1=C(SC=2N1CCCN2)C(=O)O (3-Isopropyl-6,7-dihydro-5H-thiazolo[3,2-a]pyrimidine-2-carboxylic acid hydrochloride), C(C)OCC (diethylether). Solvent: S(=O)(Cl)Cl (thionylchloride). Reaction SMILES: [ClH:1].[CH:2]([C:5]1[N:9]2[CH2:10][CH2:11][CH2:12][N:13]=[C:8]2[S:7][C:6]=1[C:14]([OH:16])=O)([CH3:4])[CH3:3].C(OCC)C>S(Cl)(Cl)=O>[ClH:1].[CH:2]([C:5]1[N:9]2[CH2:10][CH2:11][CH2:12][N:13]=[C:8]2[S:7][C:6]=1[C:14]([Cl:1])=[O:16])([CH3:4])[CH3:3] |f:0.1,4.5|. Product: Cl.C(C)(C)C1=C(SC=2N1CCCN2)C(=O)Cl (3-isopropyl-6,7-dihydro-5H-thiazolo[3,2-a]pyrimidine-2-carbonylchloride hydrochloride). Isolated yield 201.3%. Reported procedure: In 50 ml of thionylchloride was suspended 6.5 g of 3-isopropyl-6,7-dihydro-5H-thiazolo[3,2-a]pyrimidine-2-carboxylic acid hydrochloride obtained in Example 46, followed by reflux under heating for 1 hour. To the reaction mixture was added dry diethylether. The precipitated crystals were collected by filtration and washed with diethylether to obtain 7.0 g of 3-isopropyl-6,7-dihydro-5H-thiazolo[3,2-a]pyrimidine-2-carbonylchloride hydrochloride. In the mixture 5 ml of pyridine and 5 ml of dimethylf... Starting materials: C(=O)(OC(C)(C)C)NCCN(CC(=O)OC)C(CCC=1C=CC(NN1)=O)=O (methyl N-(2-Bocaminoethyl)-N-[3-oxo-2,3,-dihydropyridazin-6-yl-propionyl]glycinate), [Li+].[OH-] (LiOH), O (water). The solvent is C1CCOC1 (THF). Conditions: time 15 minute. The product is C(=O)(OC(C)(C)C)NCCN(CC(=O)O)C(CCC=1C=CC(NN1)=O)=O (N-(2-Bocaminoethyl)-N-[3-oxo-2,3,-dihydropyridazin-6-yl-propionyl]glycine). Isolated yield 58.4%. Reaction SMILES: [C:1]([NH:8][CH2:9][CH2:10][N:11]([C:17](=[O:27])[CH2:18][CH2:19][C:20]1[CH:21]=[CH:22][C:23](=[O:26])[NH:24][N:25]=1)[CH2:12][C:13]([O:15]C)=[O:14])([O:3][C:4]([CH3:7])([CH3:6])[CH3:5])=[O:2].[Li+].[OH-].O>C1COCC1>[C:1]([NH:8][CH2:9][CH2:10][N:11]([C:17](=[O:27])[CH2:18][CH2:19][C:20]1[CH:21]=[CH:22][C:23](=[O:26])[NH:24][N:25]=1)[CH2:12][C:13]([OH:15])=[O:14])([O:3][C:4]([CH3:7])([CH3:6])[CH3:5])=[O:2] |f:1.2|. Reported procedure: To a solution of methyl N-(2-Bocaminoethyl)-N-[3-oxo-2,3,-dihydropyridazin-6-yl-propionyl]glycinate (1.00 mmol, 382 mg) in THF (12.5 mL) was added LiOH (2M, aqueous, 2.0 mL). The solution was stirred at rt. for 15 minutes, additional water (10 mL) was added and the THF was removed in vacuo. The pH of the aqueous phase was adjusted to 3.0 by addition of HCl (2M, aqueous). The product was isolated by continuous extraction with dichloromethane (DCM) followed by evaporation in vacuo to give the desi... Starting materials: BrC=1C=C(C(=O)NCC=2C=NC(=CC2)C)C=C(C1)N1[C@H](CCC1)CO ((R)-3-bromo-5-(2-(hydroxymethyl)pyrrolidin-1-yl)-N-((6-methylpyridin-3-yl)methyl)benzamide), CC=1C=CC(=NC1)[Sn](CCCC)(CCCC)CCCC (5-methyl-2-(tributylstannyl)pyridine), C1(=CC=CC=C1)C (Toluene). The reagents and catalysts are C=1C=CC(=CC1)[P](C=2C=CC=CC2)(C=3C=CC=CC3)[Pd]([P](C=4C=CC=CC4)(C=5C=CC=CC5)C=6C=CC=CC6)([P](C=7C=CC=CC7)(C=8C=CC=CC8)C=9C=CC=CC9)[P](C=1C=CC=CC1)(C=1C=CC=CC1)C=1C=CC=CC1 (Tetrakis(triphenylphosphine)palladium(0)). Product: OC[C@@H]1N(CCC1)C=1C=C(C(=O)NCC=2C=NC(=CC2)C)C=C(C1)C1=NC=C(C=C1)C (3-((R)-2-Hydroxymethyl-pyrrolidin-1-yl)-5-(5-methyl-pyridin-2-yl)-N-(6-methyl-pyridin-3-ylmethyl)-benzamide). Reaction SMILES: Br[C:2]1[CH:3]=[C:4]([CH:16]=[C:17]([N:19]2[CH2:23][CH2:22][CH2:21][C@@H:20]2[CH2:24][OH:25])[CH:18]=1)[C:5]([NH:7][CH2:8][C:9]1[CH:10]=[N:11][C:12]([CH3:15])=[CH:13][CH:14]=1)=[O:6].[CH3:26][C:27]1[CH:28]=[CH:29][C:30]([Sn](CCCC)(CCCC)CCCC)=[N:31][CH:32]=1.C1(C)C=CC=CC=1>C1C=CC([P]([Pd]([P](C2C=CC=CC=2)(C2C=CC=CC=2)C2C=CC=CC=2)([P](C2C=CC=CC=2)(C2C=CC=CC=2)C2C=CC=CC=2)[P](C2C=CC=CC=2)(C2C=CC=CC=2)C2C=CC=CC=2)(C2C=CC=CC=2)C2C=CC=CC=2)=CC=1>[OH:25][CH2:24][C@H:20]1[CH2:21][CH2:22][CH2:23][N:19]1[C:17]1[CH:16]=[C:4]([CH:3]=[C:2]([C:30]2[CH:29]=[CH:28][C:27]([CH3:26])=[CH:32][N:31]=2)[CH:18]=1)[C:5]([NH:7][CH2:8][C:9]1[CH:10]=[N:11][C:12]([CH3:15])=[CH:13][CH:14]=1)=[O:6] |^1:56,58,77,96|. Procedure details: A mixture of (R)-3-bromo-5-(2-(hydroxymethyl)pyrrolidin-1-yl)-N-((6-methylpyridin-3-yl)methyl)benzamide (55 mg, 0.14 mmol), 5-methyl-2-(tributylstannyl)pyridine (65 mg, 0.16 mmol), Tetrakis(triphenylphosphine)palladium(0) (7.8 mg, 0.0068 mmol) and Toluene (1.5 mL, 14 mmol) under argon was subjected to microwave irradiation at 160° C. for 1 hour. The mixture was cooled to room temperature. Solvent was removed in vacuo and the residue was rinsed with hexane and then dissolved in MeOH and filtered.... Reactants: COC=1C=C(C=CC1)CCCCCCCCC(=O)Cl (9(3-methoxyphenyl)nonanoyl chloride), O (H2O), O (water), Cl.NO (hydroxylamine hydrochloride), C([O-])([O-])=O.[Na+].[Na+] (sodium carbonate). Run in C(Cl)Cl (CH2Cl2), C(Cl)Cl (CH2Cl2). Yields the product COC=1C=C(C=CC1)CCCCCCCCC(=O)NO (9(3-methoxyphenyl)nonanohydroxamic acid). Isolated yield 33.7%. RXN SMILES: Cl.[NH2:2][OH:3].C(=O)([O-])[O-].[Na+].[Na+].[CH3:10][O:11][C:12]1[CH:13]=[C:14]([CH2:18][CH2:19][CH2:20][CH2:21][CH2:22][CH2:23][CH2:24][CH2:25][C:26](Cl)=[O:27])[CH:15]=[CH:16][CH:17]=1.O>C(Cl)Cl>[CH3:10][O:11][C:12]1[CH:13]=[C:14]([CH2:18][CH2:19][CH2:20][CH2:21][CH2:22][CH2:23][CH2:24][CH2:25][C:26]([NH:2][OH:3])=[O:27])[CH:15]=[CH:16][CH:17]=1 |f:0.1,2.3.4|. Procedure: To a cold stirred suspension of 0.7 gms hydroxylamine hydrochloride and 1 gm sodium carbonate in 10 ml CH2Cl2 was added a solution of 2.1 gms 9(3-methoxyphenyl)nonanoyl chloride in 10 ml CH2Cl2. After stirring this mixture for 1/2 hr, 1.1 ml H2O was added, and the reaction was stirred overnight at room temperature. 30 ml water was added, the layers were separated, and the aqueous layer 3×50 ml extracted with CH2Cl2. The organic phases were combined, washed 2×20 ml water, 2×20 ml NaCl solution, d... Reactants: CSCOc1ccc2c(c1)C13CCCCC1C(C2)N(C(=O)OCc1ccccc1)CC3, ClCCl, O=S(=O)(Cl)Cl. The product is O=C(OCc1ccccc1)N1CCC23CCCCC2C1Cc1ccc(OCCl)cc13. RXN SMILES: [CH3:1][S:2][CH2:3][O:4][c:5]1[cH:6][cH:7][c:8]2[c:17]([cH:18]1)[C:16]13[CH:11]([CH:10]([CH2:9]2)[N:21]([C:22](=[O:23])[O:24][CH2:25][c:26]2[cH:27][cH:28][cH:29][cH:30][cH:31]2)[CH2:20][CH2:19]1)[CH2:12][CH2:13][CH2:14][CH2:15]3.[Cl:37][CH2:38][Cl:39].[S:32]([Cl:33])(=[O:34])([Cl:35])=[O:36]>>[CH2:3]([O:4][c:5]1[cH:6][cH:7][c:8]2[c:17]([cH:18]1)[C:16]13[CH:11]([CH:10]([CH2:9]2)[N:21]([C:22](=[O:23])[O:24][CH2:25][c:26]2[cH:27][cH:28][cH:29][cH:30][cH:31]2)[CH2:20][CH2:19]1)[CH2:12][CH2:13][CH2:14][CH2:15]3)[Cl:35].